This data is from the Open Reaction Database (ORD), a public repository of structured organic reaction records. The task is: describe an organic reaction: reactants, conditions, products, and yield Reactants: ClC1=CC(=CC=2N(COC21)S(=O)(=O)C2=C(C=CC(=C2)Cl)OC)C(=O)O (7-chloro-3-(5-chloro-2-methoxy-benzenesulfonyl)-2,3-dihydro-benzooxazole-5-carboxylic acid), NC1=CC=C(C(=O)OCC)C=C1 (ethyl 4-aminobenzoate). Yields the product C(C)OC(C1=CC=C(C=C1)NC(=O)C=1C=C(C2=C(N(CO2)S(=O)(=O)C2=C(C=CC(=C2)Cl)OC)C1)Cl)=O (4-{[7-chloro-3-(5-chloro-2-methoxy-benzenesulfonyl)-2,3-dihydro-benzooxazole-5-carbonyl]-amino}-benzoic acid ethyl ester). Reaction SMILES: [Cl:1][C:2]1[C:10]2[O:9][CH2:8][N:7]([S:11]([C:14]3[CH:19]=[C:18]([Cl:20])[CH:17]=[CH:16][C:15]=3[O:21][CH3:22])(=[O:13])=[O:12])[C:6]=2[CH:5]=[C:4]([C:23]([OH:25])=O)[CH:3]=1.[NH2:26][C:27]1[CH:37]=[CH:36][C:30]([C:31]([O:33][CH2:34][CH3:35])=[O:32])=[CH:29][CH:28]=1>>[CH2:34]([O:33][C:31](=[O:32])[C:30]1[CH:36]=[CH:37][C:27]([NH:26][C:23]([C:4]2[CH:3]=[C:2]([Cl:1])[C:10]3[O:9][CH2:8][N:7]([S:11]([C:14]4[CH:19]=[C:18]([Cl:20])[CH:17]=[CH:16][C:15]=4[O:21][CH3:22])(=[O:13])=[O:12])[C:6]=3[CH:5]=2)=[O:25])=[CH:28][CH:29]=1)[CH3:35]. Reported procedure: Reaction of 7-chloro-3-(5-chloro-2-methoxy-benzenesulfonyl)-2,3-dihydro-benzooxazole-5-carboxylic acid with ethyl 4-aminobenzoate in analogy with example 30, step 4 gave 4-{[7-chloro-3-(5-chloro-2-methoxy-benzenesulfonyl)-2,3-dihydro-benzooxazole-5-carbonyl]-amino}-benzoic acid ethyl ester. Light yellow solid, MS (ISP)=551.1 (M+H)+. Starting materials: ClC1=CC=C2C(=CNC2=C1)C=1CCN(CC1)CCC(=O)N1CCC2=CC=CC=C12 (6-Chloro-3-[1-[3-(2,3-dihydro-1H-indol-1-yl)-3-oxopropan-1-yl]-1,2,3,6-tetrahydropyridin-4-yl]-1H-indole), [H-].[H-].[H-].[H-].[Li+].[Al+3] (LiAlH4). The product is ClC1=CC=C2C(=CNC2=C1)C=1CCN(CC1)CCCN1CCC2=CC=CC=C12 (6-Chloro-3-[1-[3-(2,3-dihydro-1H-indol-1-yl)propan-1-yl]-1,2,3,6-tetrahydropyridin-4-yl]-1H-indole). Reaction SMILES: [Cl:1][C:2]1[CH:10]=[C:9]2[C:5]([C:6]([C:11]3[CH2:12][CH2:13][N:14]([CH2:17][CH2:18][C:19]([N:21]4[C:29]5[C:24](=[CH:25][CH:26]=[CH:27][CH:28]=5)[CH2:23][CH2:22]4)=O)[CH2:15][CH:16]=3)=[CH:7][NH:8]2)=[CH:4][CH:3]=1.[H-].[H-].[H-].[H-].[Li+].[Al+3]>>[Cl:1][C:2]1[CH:10]=[C:9]2[C:5]([C:6]([C:11]3[CH2:12][CH2:13][N:14]([CH2:17][CH2:18][CH2:19][N:21]4[C:29]5[C:24](=[CH:25][CH:26]=[CH:27][CH:28]=5)[CH2:23][CH2:22]4)[CH2:15][CH:16]=3)=[CH:7][NH:8]2)=[CH:4][CH:3]=1 |f:1.2.3.4.5.6|. Procedure: The compound was prepared from 41a as described in Example 11 but by the use of alane instead of LiAlH4 for the reduction. The reactants are BrC1=NC(=CC(=C1)C)Cl (2-bromo-6-chloro-4-methyl-pyridine), FC(C1=CC=C(C=C1)B(O)O)(F)F (4-trifluoromethylbenzeneboronic acid), C(=O)([O-])[O-].[Na+].[Na+] (Na2CO3). The reagents and catalysts are C=1C=CC(=CC1)[P](C=2C=CC=CC2)(C=3C=CC=CC3)[Pd]([P](C=4C=CC=CC4)(C=5C=CC=CC5)C=6C=CC=CC6)([P](C=7C=CC=CC7)(C=8C=CC=CC8)C=9C=CC=CC9)[P](C=1C=CC=CC1)(C=1C=CC=CC1)C=1C=CC=CC1 (tetrakis(triphenylphosphine)palladium). Run in COCCOC (DME), O (water). Reaction conditions: temperature 55 celsius. Yields the product ClC1=NC(=CC(=C1)C)C1=CC=C(C=C1)C(F)(F)F (2-Chloro-4-methyl-6-(4-trifluoromethyl-phenyl)-pyridine). Yield: 67.4%. Reaction SMILES: Br[C:2]1[CH:7]=[C:6]([CH3:8])[CH:5]=[C:4]([Cl:9])[N:3]=1.[F:10][C:11]([F:22])([F:21])[C:12]1[CH:17]=[CH:16][C:15](B(O)O)=[CH:14][CH:13]=1.C([O-])([O-])=O.[Na+].[Na+]>COCCOC.O.C1C=CC([P]([Pd]([P](C2C=CC=CC=2)(C2C=CC=CC=2)C2C=CC=CC=2)([P](C2C=CC=CC=2)(C2C=CC=CC=2)C2C=CC=CC=2)[P](C2C=CC=CC=2)(C2C=CC=CC=2)C2C=CC=CC=2)(C2C=CC=CC=2)C2C=CC=CC=2)=CC=1>[Cl:9][C:4]1[CH:5]=[C:6]([CH3:8])[CH:7]=[C:2]([C:15]2[CH:16]=[CH:17][C:12]([C:11]([F:22])([F:21])[F:10])=[CH:13][CH:14]=2)[N:3]=1 |f:2.3.4,^1:39,41,60,79|. Procedure details: To a degassed solution of 2-bromo-6-chloro-4-methyl-pyridine (900 mg, 4.37 mmol), 4-trifluoromethylbenzeneboronic acid (830 mg, 4.37 mmol), 2N Na2CO3 (4 mL) in DME (40 mL) was added tetrakis(triphenylphosphine)palladium (320 mg, 0.3 mmol) under argon. The mixture was heated to 55° C. for 5 h, cooled to room temperature, diluted with water, and extracted with methylene chloride (3×). The organic solution was washed with brine, dried over Na2SO4, and concentrated. The residue was purified by colum...